From a dataset of the Open Reaction Database (ORD), a public repository of structured organic reaction records. describe an organic reaction: reactants, conditions, products, and yield Starting materials: CN(S(=O)(=O)C1=CC(=C2C=CNC2=C1)Br)C (4-bromo-1H-indole-6-sulfonic acid dimethylamide), BrC1=C(C(=CC(=C1)S(=O)(=O)C)[N+](=O)[O-])C (1-bromo-5-methanesulfonyl-2-methyl-3-nitro-benzene). The product is BrC1=C2C=CNC2=CC(=C1)S(=O)(=O)C (4-Bromo-6-methanesulfonyl-1H-indole), solid. Isolated yield 76.0%. Reaction SMILES: CN(C)[S:3]([C:6]1[CH:14]=[C:13]2[C:9]([CH:10]=[CH:11][NH:12]2)=[C:8]([Br:15])[CH:7]=1)(=[O:5])=[O:4].Br[C:18]1C=C(S(C)(=O)=O)C=C([N+]([O-])=O)C=1C>>[Br:15][C:8]1[CH:7]=[C:6]([S:3]([CH3:18])(=[O:5])=[O:4])[CH:14]=[C:13]2[C:9]=1[CH:10]=[CH:11][NH:12]2. Procedure details: Prepared according to the method used in the preparation of 4-bromo-1H-indole-6-sulfonic acid dimethylamide using 1-bromo-5-methanesulfonyl-2-methyl-3-nitro-benzene in place of 3-bromo-4-N,N-trimethyl-5-nitro-benzenesulfonamide. The title compound was obtained as a white solid (1.8 g, 76%). Starting materials: C(C)OC1=NOC(=N1)C1CN(CC(C1)C1=CC(=C(C=C1)CC(F)(F)F)F)C(=O)N1CCSCC1 ({3-(3-Ethoxy-1,2,4-oxadiazol-5-yl)-5-[3-fluoro-4-(2,2,2-trifluoroethyl)phenyl]piperidin-1-yl}-(thiomorpholin-4-yl)methanone), ClC1=CC(=CC=C1)C(=O)OO (meta-chloroperbenzoic acid). Yields the product C(C)OC1=NOC(=N1)C1CN(CC(C1)C1=CC(=C(C=C1)CC(F)(F)F)F)C(=O)N1CCS(CC1)=O ({3-(3-Ethoxy-1,2,4-oxadiazol-5-yl)-5-[3-fluoro-4-(2,2,2-trifluoroethyl)phenyl]piperidin-1-yl}(1-oxidothiomorpholin-4-yl)methanone). RXN SMILES: [CH2:1]([O:3][C:4]1[N:8]=[C:7]([CH:9]2[CH2:14][CH:13]([C:15]3[CH:20]=[CH:19][C:18]([CH2:21][C:22]([F:25])([F:24])[F:23])=[C:17]([F:26])[CH:16]=3)[CH2:12][N:11]([C:27]([N:29]3[CH2:34][CH2:33][S:32][CH2:31][CH2:30]3)=[O:28])[CH2:10]2)[O:6][N:5]=1)[CH3:2].ClC1C=CC=C(C(OO)=[O:43])C=1>>[CH2:1]([O:3][C:4]1[N:8]=[C:7]([CH:9]2[CH2:14][CH:13]([C:15]3[CH:20]=[CH:19][C:18]([CH2:21][C:22]([F:24])([F:25])[F:23])=[C:17]([F:26])[CH:16]=3)[CH2:12][N:11]([C:27]([N:29]3[CH2:34][CH2:33][S:32](=[O:43])[CH2:31][CH2:30]3)=[O:28])[CH2:10]2)[O:6][N:5]=1)[CH3:2]. Reported procedure: 76.0 mg (0.151 mmol) of the compound from Example 77 were reacted according to General Method 2 with 47.0 mg (0.136 mmol) of meta-chloroperbenzoic acid. Yield: 60.5 mg (77% of theory)